This data is from the Open Reaction Database (ORD), a public repository of structured organic reaction records. The task is: describe an organic reaction: reactants, conditions, products, and yield Starting materials: [BH3-]C#N.[Na+] (NaBH3CN), hydrochloride salt, Cl (HCl), Cl (HCl), FC1=CC=C(C=C1)C12CC(CCN2CCC2=C1C=CC=C2)N(C)C (11b-(4-fluorophenyl)-1,3,4,6,7,11b-hexahydro-N,N-dimethyl-2H-benzo[a]quinolizin-2-amine), FC1=CC=C(C=C1)C12CC(CCN2CCC2=C1C=CC=C2)=O (11b-(4-fluorophenyl)-1,3,4,6,7,11b-hexahydro-2H-benzo[a]quinolizin-2-one), CNC (dimethylamine), white crystals. Run in C(C)O (ethanol). The product is Cl (HCl), Cl.Cl.FC1=CC=C(C=C1)C12CC(CCN2CCC2=C1C=CC=C2)N(C)C (11b-(4-fluorophenyl)-1,3,4,6,7,11b-hexahydro-N,N-dimethyl-2H-benzo[a]quinolizin-2-amine dihydrochloride). Reaction SMILES: FC1C=CC(C23C4C=CC=CC=4CCN2CCC(=O)C3)=CC=1.CNC.[ClH:26].[BH3-]C#N.[Na+].[F:31][C:32]1[CH:37]=[CH:36][C:35]([C:38]23[C:47]4[CH:48]=[CH:49][CH:50]=[CH:51][C:46]=4[CH2:45][CH2:44][N:43]2[CH2:42][CH2:41][CH:40]([N:52]([CH3:54])[CH3:53])[CH2:39]3)=[CH:34][CH:33]=1>C(O)C>[ClH:26].[ClH:26].[ClH:26].[F:31][C:32]1[CH:33]=[CH:34][C:35]([C:38]23[C:47]4[CH:48]=[CH:49][CH:50]=[CH:51][C:46]=4[CH2:45][CH2:44][N:43]2[CH2:42][CH2:41][CH:40]([N:52]([CH3:54])[CH3:53])[CH2:39]3)=[CH:36][CH:37]=1 |f:3.4,8.9.10|. Procedure: Using the same reaction procedure as in EXAMPLE 5, 14.25 g (48.3 mmoles) of 11b-(4-fluorophenyl)-1,3,4,6,7,11b-hexahydro-2H-benzo[a]quinolizin-2-one, along with 140 ml (2.16 M, 302 mmoles) of methanolic dimethylamine, 21 ml (5.0 N, 105 mmoles) of HCl and 3.0 g (47.7 mmoles) of NaBH3CN are rejected. Using the same work-up procedure as in EXAMPLE 5, 15.6 g (99%) of white crystals of 11b-(4-fluorophenyl)-1,3,4,6,7,11b-hexahydro-N,N-dimethyl-2H-benzo[a]quinolizin-2-amine is obtained. m.p. 158°-168° ... Reactants: C(C)(=O)NC=1SC=C(N1)C (2-acetamido-4-methylthiazole), ClC1=CC=C(N=N1)NS(=O)(=O)C1=CC=CC=C1 (N-(6-chloropyridazin-3-yl)benzenesulfonamide), C([O-])([O-])=O.[K+].[K+] (potassium carbonate). The reagents and catalysts are [Br-].C(C)(C)(C)P(C(C)(C)C)C(C)(C)C.[Pd+] (palladium (I) tri-tert-butylphosphine bromide). Reaction conditions: temperature 150 celsius. Yields the product CC=1N=C(SC1C=1N=NC(=CC1)NS(=O)(=O)C1=CC=CC=C1)NC(C)=O (N-[4-Methyl-5-(6-phenylsulfonylaminopyridazin-3-yl)-1,3-thiazol-2-yl]acetamide). Isolated yield 19.9%. Reaction SMILES: [C:1]([NH:4][C:5]1[S:6][CH:7]=[C:8]([CH3:10])[N:9]=1)(=[O:3])[CH3:2].Cl[C:12]1[N:17]=[N:16][C:15]([NH:18][S:19]([C:22]2[CH:27]=[CH:26][CH:25]=[CH:24][CH:23]=2)(=[O:21])=[O:20])=[CH:14][CH:13]=1.C(=O)([O-])[O-].[K+].[K+]>[Br-].C(P(C(C)(C)C)C(C)(C)C)(C)(C)C.[Pd+]>[CH3:10][C:8]1[N:9]=[C:5]([NH:4][C:1](=[O:3])[CH3:2])[S:6][C:7]=1[C:12]1[N:17]=[N:16][C:15]([NH:18][S:19]([C:22]2[CH:23]=[CH:24][CH:25]=[CH:26][CH:27]=2)(=[O:20])=[O:21])=[CH:14][CH:13]=1 |f:2.3.4,5.6.7|. Procedure details: A mixture of 2-acetamido-4-methylthiazole (78 mg), N-(6-chloropyridazin-3-yl)benzenesulfonamide (80 mg), potassium carbonate (374 mg), palladium (I) tri-tert-butylphosphine bromide dimer (commercially available from Alfa Aesar (Johnson-Matthey company); 241 mg) and DMSO (5 mL) was purged with nitrogen. The resultant mixture was heated to 150° C. for 30 minutes. The mixture was cooled to room temperature, filtered and purified directly by preparative HPLC. There was thus obtained the title compou... Starting materials: resultant mixture, NC(=O)N (urea), O (water), S(O)(O)(=O)=O (sulfuric acid), aqueous solution, Cl[O-].[Na+] (sodium hypochlorite), C(#N)C1=CC=C(CN)C=C1 (p-cyanobenzylamine), ferric chloride, O (water). Run at time 2 hour. Product: C(#N)C1=CC=C(C(=O)O)C=C1 (p-cyanobenzoic acid). Yield: 123.5%. Reaction SMILES: [C:1]([C:3]1[CH:10]=[CH:9][C:6]([CH2:7]N)=[CH:5][CH:4]=1)#[N:2].Cl[O-].[Na+].NC(N)=[O:16].S(=O)(=O)(O)O.[OH2:23]>>[C:1]([C:3]1[CH:10]=[CH:9][C:6]([C:7]([OH:16])=[O:23])=[CH:5][CH:4]=1)#[N:2] |f:1.2|. Procedure details: A mixture containing p-cyanobenzylamine (13.2 g), water (50 g), and ferric chloride (0.2 g) was stirred, and a 14 wt. % aqueous solution (200 g) of sodium hypochlorite was added dropwise thereto at room temperature over two hours. The reaction mixture was further stirred for one hour. Subsequently, water (100 g) and urea (4 g) were added to the mixture, and the resultant mixture was further stirred for minutes. The pH of the mixture was adjusted to four through addition of 98 wt. % sulfuric acid... As a reaction SMILES: [Cl:1][C:2]1[CH:3]=[C:4]([SH:9])[CH:5]=[CH:6][C:7]=1[Cl:8].[CH2:10]=[C:11]([CH2:14][CH2:15][C:16]#[N:17])[C:12]#[N:13].C(O)C>CO>[Cl:1][C:2]1[CH:3]=[C:4]([S:9][CH2:10][CH:11]([CH2:14][CH2:15][C:16]#[N:17])[C:12]#[N:13])[CH:5]=[CH:6][C:7]=1[Cl:8]. Run in CO (methanol). The reactants are ClC=1C=C(C=CC1Cl)S (3,4-dichlorobenzenethiol), C=C(C#N)CCC#N (methyleneglutaronitrile), C(C)O (ethanol). Procedure: A mixture of 3,4-dichlorobenzenethiol (3.00 ml), methyleneglutaronitrile (2.57 ml), ethanol (25 ml), and triton B (40% methanol solution, 10 drops) was refluxed for 4 hours. After the reaction mixture was concentrated in vacuo, the resulting residue was dissolved in chloroform, washed with water, and dried over MgSO4. The solvent was evaporated at reduced pressure, and the residue was recrystallized from diethyl ether-hexane to give 6.14 g of 2-(3,4-dichlorophenylthiomethyl)glutaronitrile. Yields the product ClC=1C=C(C=CC1Cl)SCC(C#N)CCC#N (2-(3,4-dichlorophenylthiomethyl)glutaronitrile). Yields the product CN(C)CC1CCN(C(=O)C(Cc2ccccc2)N(C)C(=O)C(Cc2ccc3ccccc3c2)N(C)C(=O)C=CCC(C)(C)NC(=O)OC(C)(C)C)CC1. Starting materials: CC(C)(CC=CC(=O)O)NC(=O)OC(C)(C)C, CNC(Cc1ccc2ccccc2c1)C(=O)N(C)C(Cc1ccccc1)C(=O)N1CCC(CN(C)C)CC1, CCN(C(C)C)C(C)C, CCN=C=NCCCN(C)C, CN(C)C=O, CCOC(C)=O, ClCCl, Cl. As a reaction SMILES: [C:13]([CH3:14])([CH3:15])([CH3:16])[O:17][C:18](=[O:19])[NH:20][C:21]([CH2:22][CH:23]=[CH:24][C:25](=[O:26])[OH:27])([CH3:28])[CH3:29].[CH2:30]([c:31]1[cH:32][cH:33][cH:34][cH:35][cH:36]1)[CH:37]([C:38](=[O:39])[N:40]1[CH2:41][CH2:42][CH:43]([CH2:46][N:47]([CH3:48])[CH3:49])[CH2:44][CH2:45]1)[N:50]([C:51]([CH:52]([CH2:53][c:54]1[cH:55][c:56]2[cH:57][cH:58][cH:59][cH:60][c:61]2[cH:62][cH:63]1)[NH:64][CH3:65])=[O:66])[CH3:67].[CH2:68]([N:69]([CH:70]([CH3:71])[CH3:72])[CH:73]([CH3:74])[CH3:75])[CH3:76].[CH3:2][N:3]([CH3:4])[CH2:5][CH2:6][CH2:7][N:8]=[C:9]=[N:10][CH2:11][CH3:12].[CH3:80][N:81]([CH3:82])[CH:83]=[O:84].[CH3:85][CH2:86][O:87][C:88](=[O:89])[CH3:90].[Cl:77][CH2:78][Cl:79].[ClH:1]>>[C:13]([CH3:14])([CH3:15])([CH3:16])[O:17][C:18](=[O:19])[NH:20][C:21]([CH2:22][CH:23]=[CH:24][C:25](=[O:27])[N:64]([CH:52]([C:51]([N:50]([CH:37]([CH2:30][c:31]1[cH:32][cH:33][cH:34][cH:35][cH:36]1)[C:38](=[O:39])[N:40]1[CH2:41][CH2:42][CH:43]([CH2:46][N:47]([CH3:48])[CH3:49])[CH2:44][CH2:45]1)[CH3:67])=[O:66])[CH2:53][c:54]1[cH:55][c:56]2[cH:57][cH:58][cH:59][cH:60][c:61]2[cH:62][cH:63]1)[CH3:65])([CH3:28])[CH3:29]. The reactants are CCCCc1ccc(C#Cc2ccc(CN(C(=O)CCC3CCCC3)c3ccc(C(=O)OCC)cc3)cc2)cc1, [Li+], C1COCCO1, [OH-], O. As a reaction SMILES: [CH2:1]([CH2:2][CH2:3][CH3:4])[c:5]1[cH:6][cH:7][c:8]([C:11]#[C:12][c:13]2[cH:14][cH:15][c:16]([CH2:17][N:18]([c:19]3[cH:20][cH:21][c:22]([C:23](=[O:24])[O:25][CH2:26][CH3:27])[cH:28][cH:29]3)[C:30]([CH2:31][CH2:32][CH:33]3[CH2:34][CH2:35][CH2:36][CH2:37]3)=[O:38])[cH:39][cH:40]2)[cH:9][cH:10]1.[Li+:42].[O:44]1[CH2:45][CH2:46][O:47][CH2:48][CH2:49]1.[OH-:41].[OH2:43]>>[CH2:1]([CH2:2][CH2:3][CH3:4])[c:5]1[cH:6][cH:7][c:8]([C:11]#[C:12][c:13]2[cH:14][cH:15][c:16]([CH2:17][N:18]([c:19]3[cH:20][cH:21][c:22]([C:23](=[O:24])[OH:25])[cH:28][cH:29]3)[C:30]([CH2:31][CH2:32][CH:33]3[CH2:34][CH2:35][CH2:36][CH2:37]3)=[O:38])[cH:39][cH:40]2)[cH:9][cH:10]1. The product is CCCCc1ccc(C#Cc2ccc(CN(C(=O)CCC3CCCC3)c3ccc(C(=O)O)cc3)cc2)cc1.